From a dataset of the Open Reaction Database (ORD), a public repository of structured organic reaction records. describe an organic reaction: reactants, conditions, products, and yield Reactants: COCCN1CCN(c2ccc(N)c(OC)c2)CC1, CO, CCOc1ccc(-c2nc3ccccn3c2-c2ccnc(Cl)n2)cc1C(=O)Nc1c(F)cccc1F, ClCCl, OC(F)(F)CF, N, Cc1ccc(S(=O)(=O)O)cc1. Yields the product CCOc1ccc(-c2nc3ccccn3c2-c2ccnc(Nc3ccc(N4CCN(CCOC)CC4)cc3OC)n2)cc1C(=O)Nc1c(F)cccc1F. RXN SMILES: [CH3:37][O:38][c:39]1[c:40]([NH2:41])[cH:42][cH:43][c:44]([N:46]2[CH2:47][CH2:48][N:49]([CH2:52][CH2:53][O:54][CH3:55])[CH2:50][CH2:51]2)[cH:45]1.[CH3:74][OH:75].[Cl:1][c:2]1[n:3][cH:4][cH:5][c:6](-[c:8]2[c:9](-[c:17]3[cH:18][cH:19][c:20]([O:34][CH2:35][CH3:36])[c:21]([C:22](=[O:23])[NH:24][c:25]4[c:26]([F:32])[cH:27][cH:28][cH:29][c:30]4[F:31])[cH:33]3)[n:10][c:11]3[n:12]2[cH:13][cH:14][cH:15][cH:16]3)[n:7]1.[Cl:76][CH2:77][Cl:78].[F:67][CH2:68][C:69]([F:70])([F:71])[OH:72].[NH3:73].[c:56]1([CH3:57])[cH:58][cH:59][c:60]([S:61]([OH:62])(=[O:63])=[O:64])[cH:65][cH:66]1>>[c:2]1([NH:41][c:40]2[c:39]([O:38][CH3:37])[cH:45][c:44]([N:46]3[CH2:47][CH2:48][N:49]([CH2:52][CH2:53][O:54][CH3:55])[CH2:50][CH2:51]3)[cH:43][cH:42]2)[n:3][cH:4][cH:5][c:6](-[c:8]2[c:9](-[c:17]3[cH:18][cH:19][c:20]([O:34][CH2:35][CH3:36])[c:21]([C:22](=[O:23])[NH:24][c:25]4[c:26]([F:32])[cH:27][cH:28][cH:29][c:30]4[F:31])[cH:33]3)[n:10][c:11]3[n:12]2[cH:13][cH:14][cH:15][cH:16]3)[n:7]1. The reactants are CC(=O)[O-], CC(=O)OC(C)=O, Cc1cc(N)n(C)n1, CCOC(C)=O, [K+]. Product: CC(=O)Nc1cc(C)nn1C. As a reaction SMILES: [CH3:10][C:11]([O-:12])=[O:13].[CH3:14][C:15]([O:16][C:17](=[O:18])[CH3:19])=[O:20].[CH3:1][n:2]1[n:3][c:4]([CH3:8])[cH:5][c:6]1[NH2:7].[CH3:21][CH2:22][O:23][C:24]([CH3:25])=[O:26].[K+:9]>>[CH3:1][n:2]1[n:3][c:4]([CH3:8])[cH:5][c:6]1[NH:7][C:11]([CH3:10])=[O:12]. The reactants are C(C)(C)(C)OC(=O)N1CC2=C(CC1)C(=C(S2)NC(CC2=C(C=C(C=C2)Cl)F)=O)C(N)=O (3-Carbamoyl-2-[2-(4-chloro-2-fluoro-phenyl)-acetylamino]-4,7-dihydro-5H-thieno[2,3-c]pyridine-6-carboxylic acid tert-butyl ester), FC(C(=O)O)(F)F (trifluoro acetic acid). The solvent is C(Cl)Cl (DCM). Yields the product ClC1=CC(=C(C=C1)CC(=O)NC1=C(C2=C(CNCC2)S1)C(=O)N)F (2-[2-(4-Chloro-2-fluoro-phenyl)-acetylamino]-4,5,6,7-tetrahydro-thieno[2,3-c]pyridine-3-carboxylic acid amide), solid. Isolated yield 42.0%. RXN SMILES: C(OC([N:8]1[CH2:13][CH2:12][C:11]2[C:14]([C:29](=[O:31])[NH2:30])=[C:15]([NH:17][C:18](=[O:28])[CH2:19][C:20]3[CH:25]=[CH:24][C:23]([Cl:26])=[CH:22][C:21]=3[F:27])[S:16][C:10]=2[CH2:9]1)=O)(C)(C)C.FC(F)(F)C(O)=O>C(Cl)Cl>[Cl:26][C:23]1[CH:24]=[CH:25][C:20]([CH2:19][C:18]([NH:17][C:15]2[S:16][C:10]3[CH2:9][NH:8][CH2:13][CH2:12][C:11]=3[C:14]=2[C:29]([NH2:30])=[O:31])=[O:28])=[C:21]([F:27])[CH:22]=1. Reported procedure: Starting material 19 (3.2 g, 22% content, 1.5 mmol) was dissolved in 25 ml dried DCM and trifluoro acetic acid (TFA, 8.0 ml, 104 mmol) was added. The reaction was stirred at ambient temperature for 30 Min. The solvent was reduced in vacuo and the crude product was purified at the Flashmaster (Method 1). The isolated product was not sufficiently pure and was therefore purified again at the prep. HPLC (Method 4). The pure fractions were combined and the solvent was reduced. The desired product 20 ... The reactants are O (Water), N[C@@H](CO)C ((2R)-2-Aminopropan-1-ol), C(C)N(C(C)C)C(C)C (N-ethyl-N,N-diisopropylamine), BrC1=CC=C(C=C1)S(=O)(=O)Cl (4-bromobenzenesulfonyl chloride). Run in C(Cl)Cl (methylene chloride). Reaction conditions: time 1 hour. The product is BrC1=CC=C(C=C1)S(=O)(=O)N[C@@H](CO)C (4-Bromo-N-[(1R)-2-hydroxy-1-methylethyl]benzenesulfonamide). Isolated yield 96.0%. As a reaction SMILES: [NH2:1][C@H:2]([CH3:5])[CH2:3][OH:4].C(N(C(C)C)C(C)C)C.[Br:15][C:16]1[CH:21]=[CH:20][C:19]([S:22](Cl)(=[O:24])=[O:23])=[CH:18][CH:17]=1.O>C(Cl)Cl>[Br:15][C:16]1[CH:21]=[CH:20][C:19]([S:22]([NH:1][C@H:2]([CH3:5])[CH2:3][OH:4])(=[O:24])=[O:23])=[CH:18][CH:17]=1. Reported procedure: (2R)-2-Aminopropan-1-ol (2.0 g, 26.7 mmol) and N-ethyl-N,N-diisopropylamine (8.5 mL, 48.9 mmol) was added dropwise over 20 min to a cooled (0° C.) solution of 4-bromobenzenesulfonyl chloride (6.12 g, 24 mmol) in methylene chloride (20 mL). The reaction mixture was allowed to stir for 1 h. Water was added and the mixture was washed, twice, with HCl (aq, 1 M) and one time with saturated aqueous sodium hydrogen carbonate. The organic phase was dried over sodium sulfate and evaporated to give 6.8 g,... The reactants are COC(C1=CC(=CC=C1)C1S(N=C(OC1(C)C)OC)(=O)=O)=O (3-(2-methoxy-6,6-dimethyl-4,4-dioxo-5,6-dihydro-4H-4lambda*6*-[1,4,3]oxathiazin-5-yl)benzoic acid methyl ester), FC1=C(C=CC=C1)[C@H](C)N ((S)-1-(2-fluorophenyl)ethylamine). The solvent is ClCCl (dichloromethane). Reaction conditions: time 4 hour. Yields the product COC(C1=CC(=CC=C1)C1S(N=C(OC1(C)C)N[C@@H](C)C1=C(C=CC=C1)F)(=O)=O)=O (3-{2-[(S)-1-(2-Fluorophenyl)ethylamino]-6,6-dimethyl-4,4-dioxo-5,6-dihydro-4H-4lambda*6*-[1,4,3]oxathiazin-5-yl}benzoic acid methyl ester). Yield: 69.5%. Reaction SMILES: [CH3:1][O:2][C:3](=[O:22])[C:4]1[CH:9]=[CH:8][CH:7]=[C:6]([CH:10]2[C:15]([CH3:17])([CH3:16])[O:14][C:13](OC)=[N:12][S:11]2(=[O:21])=[O:20])[CH:5]=1.[F:23][C:24]1[CH:29]=[CH:28][CH:27]=[CH:26][C:25]=1[C@@H:30]([NH2:32])[CH3:31]>ClCCl>[CH3:1][O:2][C:3](=[O:22])[C:4]1[CH:9]=[CH:8][CH:7]=[C:6]([CH:10]2[C:15]([CH3:17])([CH3:16])[O:14][C:13]([NH:32][C@H:30]([C:25]3[CH:26]=[CH:27][CH:28]=[CH:29][C:24]=3[F:23])[CH3:31])=[N:12][S:11]2(=[O:21])=[O:20])[CH:5]=1. Procedure: A solution of 3-(2-methoxy-6,6-dimethyl-4,4-dioxo-5,6-dihydro-4H-4lambda*6*-[1,4,3]oxathiazin-5-yl)benzoic acid methyl ester (1.3 g) and (S)-1-(2-fluorophenyl)ethylamine (713 mg) in dichloromethane (15 ml) was stirred under an argon stream and thus concentrated. The residue was left to stand for 4 h, dissolved in ethyl acetate, washed with 1 M HCl and sodium bicarbonate solution, dried over magnesium sulfate and concentrated. This was followed by purification by column chromatography (ethyl acet...